From a dataset of the Open Reaction Database (ORD), a public repository of structured organic reaction records. describe an organic reaction: reactants, conditions, products, and yield Reactants: C1COCCO1, COCCO, CNC(=O)c1ccccc1Nc1nc(Cl)ncc1Cl, Cl, COc1ccc2c(c1N)C(=O)N(C)CCC2, COc1cc2c(cc1N)CCCN(C)C2=O. Product: CNC(=O)c1ccccc1Nc1nc(Nc2c(OC)ccc3c2C(=O)N(C)CCC3)ncc1Cl. RXN SMILES: [CH2:58]1[O:59][CH2:60][CH2:61][O:62][CH2:63]1.[CH3:34][O:35][CH2:36][CH2:37][OH:38].[Cl:39][c:40]1[n:41][cH:42][c:43]([Cl:57])[c:44]([NH:46][c:47]2[c:48]([C:49](=[O:50])[NH:51][CH3:52])[cH:53][cH:54][cH:55][cH:56]2)[n:45]1.[ClH:33].[NH2:17][c:18]1[c:19]([O:31][CH3:32])[cH:20][cH:21][c:22]2[c:23]1[C:24](=[O:30])[N:25]([CH3:29])[CH2:26][CH2:27][CH2:28]2.[NH2:1][c:2]1[c:3]([O:4][CH3:5])[cH:6][c:7]2[c:15]([cH:16]1)[CH2:14][CH2:13][CH2:12][N:10]([CH3:11])[C:8]2=[O:9]>>[NH:17]([c:18]1[c:19]([O:31][CH3:32])[cH:20][cH:21][c:22]2[c:23]1[C:24](=[O:30])[N:25]([CH3:29])[CH2:26][CH2:27][CH2:28]2)[c:40]1[n:41][cH:42][c:43]([Cl:57])[c:44]([NH:46][c:47]2[c:48]([C:49](=[O:50])[NH:51][CH3:52])[cH:53][cH:54][cH:55][cH:56]2)[n:45]1. The reactants are [BH3-]C#N, CCOC(=O)c1ccc(N2CCNCC2)cc1, CCO, CC(C)[O-], CC(C)[O-], CC(C)[O-], CC(C)[O-], O=C1CCC(C2CCCCC2)CC1, [Na+], O, [Ti+4]. The product is CCOC(=O)c1ccc(N2CCN(C3CCC(C4CCCCC4)CC3)CC2)cc1. Reaction SMILES: [C:31]([BH3-:32])#[N:33].[CH2:14]([CH3:15])[O:16][C:17](=[O:18])[c:19]1[cH:20][cH:21][c:22]([N:25]2[CH2:26][CH2:27][NH:28][CH2:29][CH2:30]2)[cH:23][cH:24]1.[CH3:36][CH2:37][OH:38].[CH3:39][CH:40]([CH3:41])[O-:42].[CH3:44][CH:45]([CH3:46])[O-:47].[CH3:48][CH:49]([CH3:50])[O-:51].[CH3:52][CH:53]([CH3:54])[O-:55].[CH:1]1([CH:7]2[CH2:8][CH2:9][C:10](=[O:13])[CH2:11][CH2:12]2)[CH2:2][CH2:3][CH2:4][CH2:5][CH2:6]1.[Na+:34].[OH2:35].[Ti+4:43]>>[CH:1]1([CH:7]2[CH2:8][CH2:9][CH:10]([N:28]3[CH2:27][CH2:26][N:25]([c:22]4[cH:21][cH:20][c:19]([C:17]([O:16][CH2:14][CH3:15])=[O:18])[cH:24][cH:23]4)[CH2:30][CH2:29]3)[CH2:11][CH2:12]2)[CH2:2][CH2:3][CH2:4][CH2:5][CH2:6]1. Reaction conditions: temperature 0 celsius, time 50 minute. Run in CO (methanol), CO (methanol). The yield is 88.4%. As a reaction SMILES: C(OC([N:8]1[CH2:13][CH2:12][CH2:11][C@@H:10]([NH:14][C:15]([C:17]2[C:25]3[C:20](=[N:21][CH:22]=[C:23]([C:26]4[C:34]5[C:29](=[CH:30][C:31]([Cl:35])=[CH:32][CH:33]=5)[N:28]([CH3:36])[N:27]=4)[N:24]=3)[N:19]([CH2:37][O:38][CH2:39][CH2:40][Si:41]([CH3:44])([CH3:43])[CH3:42])[CH:18]=2)=[O:16])[CH2:9]1)=O)(C)(C)C.C(Cl)(=O)C.C1COCC1>CO>[NH:8]1[CH2:13][CH2:12][CH2:11][C@@H:10]([NH:14][C:15]([C:17]2[C:25]3[C:20](=[N:21][CH:22]=[C:23]([C:26]4[C:34]5[C:29](=[CH:30][C:31]([Cl:35])=[CH:32][CH:33]=5)[N:28]([CH3:36])[N:27]=4)[N:24]=3)[N:19]([CH2:37][O:38][CH2:39][CH2:40][Si:41]([CH3:44])([CH3:43])[CH3:42])[CH:18]=2)=[O:16])[CH2:9]1. Procedure: In a round-bottomed flask, (R)-3-{[2-(6-chloro-1-methyl-1H-indazol-3-yl)-5-(2-trimethylsilanyl-ethoxymethyl)-5H-pyrrolo[2,3-b]pyrazine-7-carbonyl]-amino}-piperidine-1-carboxylic acid tert-butyl ester (138 mg, 0.22 mmol) was suspended in methanol (2 ml). The reaction was cooled to 0° C. and acetyl chloride (0.30 ml, 4.22 mmol) was added dropwise over 10 min. The resultant bright yellow suspension was stirred at room temperature for 50 min. THF (1 ml) and methanol (1 ml) were added and stirred was... Starting materials: C(C)(=O)Cl (acetyl chloride), C(C)(C)(C)OC(=O)N1C[C@@H](CCC1)NC(=O)C1=CN(C2=NC=C(N=C21)C2=NN(C1=CC(=CC=C21)Cl)C)COCC[Si](C)(C)C ((R)-3-{[2-(6-chloro-1-methyl-1H-indazol-3-yl)-5-(2-trimethylsilanyl-ethoxymethyl)-5H-pyrrolo[2,3-b]pyrazine-7-carbonyl]-amino}-piperidine-1-carboxylic acid tert-butyl ester), C1CCOC1 (THF). Yields the product N1C[C@@H](CCC1)NC(=O)C1=CN(C2=NC=C(N=C21)C2=NN(C1=CC(=CC=C21)Cl)C)COCC[Si](C)(C)C (2-(6-chloro-1-methyl-1H-indazol-3-yl)-5-(2-trimethylsilanyl-ethoxymethyl)-5H-pyrrolo[2,3-b]pyrazine-7-carboxylic acid (R)-piperidin-3-ylamide). Reactants: Cc1c(NS(C)(=O)=O)cccc1N(Cc1ccccc1)Cc1ccc(Oc2ccc(OCCCC(=O)O)cc2)cc1, CCN=C=NCCCN(C)C, COC(=O)CN, CN(C)C=O, CCN(C(C)C)C(C)C, Cl, Cl, Cl, O, On1nnc2ccccc21. The product is COC(=O)CNC(=O)CCCOc1ccc(Oc2ccc(CN(Cc3ccccc3)c3cccc(NS(C)(=O)=O)c3C)cc2)cc1. As a reaction SMILES: [CH2:1]([c:2]1[cH:3][cH:4][cH:5][cH:6][cH:7]1)[N:8]([c:9]1[c:10]([CH3:20])[c:11]([NH:15][S:16](=[O:17])(=[O:18])[CH3:19])[cH:12][cH:13][cH:14]1)[CH2:21][c:22]1[cH:23][cH:24][c:25]([O:26][c:27]2[cH:28][cH:29][c:30]([O:31][CH2:32][CH2:33][CH2:34][C:35](=[O:36])[OH:37])[cH:38][cH:39]2)[cH:40][cH:41]1.[CH3:43][N:44]([CH3:45])[CH2:46][CH2:47][CH2:48][N:49]=[C:50]=[N:51][CH2:52][CH3:53].[CH3:66][O:67][C:68]([CH2:69][NH2:70])=[O:71].[CH3:82][N:83]([CH3:84])[CH:85]=[O:86].[CH:72]([N:73]([CH2:74][CH3:75])[CH:76]([CH3:77])[CH3:78])([CH3:79])[CH3:80].[ClH:42].[ClH:65].[ClH:81].[OH2:54].[OH:55][n:56]1[c:57]2[cH:58][cH:59][cH:60][cH:61][c:62]2[n:63][n:64]1>>[CH2:1]([c:2]1[cH:3][cH:4][cH:5][cH:6][cH:7]1)[N:8]([c:9]1[c:10]([CH3:20])[c:11]([NH:15][S:16](=[O:17])(=[O:18])[CH3:19])[cH:12][cH:13][cH:14]1)[CH2:21][c:22]1[cH:23][cH:24][c:25]([O:26][c:27]2[cH:28][cH:29][c:30]([O:31][CH2:32][CH2:33][CH2:34][C:35](=[O:36])[NH:70][CH2:69][C:68]([O:67][CH3:66])=[O:71])[cH:38][cH:39]2)[cH:40][cH:41]1. The reactants are [BH3-]C#N, C1CCOC1, CO, O=c1c(C=NO)cn(C2CCCC2)c2cc(NC3CCCCC3)c(F)cc12, Cl, [Na+], [Na+], C1COCCO1, [OH-]. The product is O=c1c(CNO)cn(C2CCCC2)c2cc(NC3CCCCC3)c(F)cc12. RXN SMILES: [C:1]([BH3-:2])#[N:3].[CH2:41]1[O:42][CH2:43][CH2:44][CH2:45]1.[CH3:46][OH:47].[CH:5]1([NH:11][c:12]2[c:13]([F:31])[cH:14][c:15]3[c:16](=[O:30])[c:17]([CH:27]=[N:28][OH:29])[cH:18][n:19]([CH:22]4[CH2:23][CH2:24][CH2:25][CH2:26]4)[c:20]3[cH:21]2)[CH2:6][CH2:7][CH2:8][CH2:9][CH2:10]1.[ClH:38].[Na+:40].[Na+:4].[O:32]1[CH2:33][CH2:34][O:35][CH2:36][CH2:37]1.[OH-:39]>>[CH:5]1([NH:11][c:12]2[c:13]([F:31])[cH:14][c:15]3[c:16](=[O:30])[c:17]([CH2:27][NH:28][OH:29])[cH:18][n:19]([CH:22]4[CH2:23][CH2:24][CH2:25][CH2:26]4)[c:20]3[cH:21]2)[CH2:6][CH2:7][CH2:8][CH2:9][CH2:10]1.